From a dataset of the Open Reaction Database (ORD), a public repository of structured organic reaction records. describe an organic reaction: reactants, conditions, products, and yield Starting materials: CC(=O)OC(C)=O, CN(C)c1ccncc1, Cc1ccc(C)c(N)c1, ClCCl. Yields the product CC(=O)Nc1cc(C)ccc1C. RXN SMILES: [CH3:10][C:11](=[O:12])[O:13][C:14](=[O:15])[CH3:16].[CH3:17][N:18]([CH3:19])[c:20]1[cH:21][cH:22][n:23][cH:24][cH:25]1.[CH3:1][c:2]1[cH:3][cH:4][c:5]([CH3:6])[c:7]([NH2:8])[cH:9]1.[Cl:26][CH2:27][Cl:28]>>[CH3:1][c:2]1[cH:3][cH:4][c:5]([CH3:6])[c:7]([NH:8][C:11]([CH3:10])=[O:12])[cH:9]1. Reaction SMILES: [CH3:1][C:2]([CH3:21])=[CH:3][CH2:4][C@@H:5]([OH:20])[C:6]1[C:16](=[O:17])[C:15]2[C:14]([OH:18])=[CH:13][CH:12]=[C:11]([OH:19])[C:10]=2[C:8](=[O:9])[CH:7]=1.C1(N=C=NC2CCCCC2)CCCCC1.[C:37](O)(=O)[CH2:38][CH2:39][CH2:40][CH2:41][CH2:42][CH2:43][CH2:44]/[CH:45]=[CH:46]\[CH2:47][CH2:48][CH2:49][CH2:50][CH2:51][CH2:52][CH2:53][CH3:54]>CN(C)C1C=CN=CC=1.ClCCl>[CH2:37]([O:20][CH:5]([C:6]1[C:16](=[O:17])[C:15]2[C:10]([C:8](=[O:9])[CH:7]=1)=[C:11]([OH:19])[CH:12]=[CH:13][C:14]=2[OH:18])[CH2:4][CH:3]=[C:2]([CH3:21])[CH3:1])[CH2:38][CH2:39][CH2:40][CH2:41][CH2:42][CH2:43][CH2:44]/[CH:45]=[CH:46]\[CH2:47][CH2:48][CH2:49][CH2:50][CH2:51][CH2:52][CH2:53][CH3:54]. The reagents and catalysts are CN(C1=CC=NC=C1)C (4-dimethylaminopyridine). Isolated yield 49.2%. Reaction conditions: time 30 minute. Procedure: 288 mg (1 mmole) of shikonin, 226 mg (1.1 mmole) of dicyclohexylcarbodiimide and 30 mg (0.25 mmole) of 4-dimethylaminopyridine were dissolved in 3 ml of dry dichloromethane. To the resulting solution was added 282 mg (1 mmole) of oleic acid at 0° C. under nitrogen gas, and the mixture was stirred for 30 minutes and then at room temperature for further 3 hours. The resulting product was separated and purified according to the procedures as described in Example 1 to obtain 265 mg (Yield: 48%) of t... Yields the product C(CCCCCCC\C=C/CCCCCCCC)OC(CC=C(C)C)C=1C(C2=C(C=CC(=C2C(C1)=O)O)O)=O (2-(1-oleyloxy-4-methyl-3-pentenyl)-5,8-dihydroxy-1,4-naphthoquinone). The solvent is ClCCl (dichloromethane). Starting materials: CC(=CC[C@H](C1=CC(=O)C=2C(=CC=C(C2C1=O)O)O)O)C (shikonin), C1(CCCCC1)N=C=NC1CCCCC1 (dicyclohexylcarbodiimide), C(CCCCCCC\C=C/CCCCCCCC)(=O)O (oleic acid).